This data is from the Open Reaction Database (ORD), a public repository of structured organic reaction records. The task is: describe an organic reaction: reactants, conditions, products, and yield Starting materials: C1(=CC=CC=C1)[C@H](C)OC(NC=1C(=NOC1C1=CC=C(C=C1)Br)C)=O ((S)-[5-(4-bromo-phenyl)-3-methyl-isoxazol-4-yl]-carbamic acid 1-phenyl-ethyl ester), C(C)OC(=O)C1(CC1)C1=CC=C(C=C1)B1OC(C(O1)(C)C)(C)C (1-[4-(4,4,5,5-tetramethyl-[1,3,2]dioxaborolan-2-yl)-phenyl]-cyclopropanecarboxylic acid ethyl ester). The product is C(C)OC(=O)C1(CC1)C1=CC=C(C=C1)C1=CC=C(C=C1)C1=C(C(=NO1)C)NC(=O)O[C@@H](C)C1=CC=CC=C1 (1-{4′-[3-Methyl-4-((S)-1-phenyl-ethoxycarbonylamino)-isoxazol-5-yl]-biphenyl-4-yl}-cyclopropanecarboxylic acid ethyl ester). RXN SMILES: [C:1]1([C@@H:7]([O:9][C:10](=[O:25])[NH:11][C:12]2[C:13]([CH3:24])=[N:14][O:15][C:16]=2[C:17]2[CH:22]=[CH:21][C:20](Br)=[CH:19][CH:18]=2)[CH3:8])[CH:6]=[CH:5][CH:4]=[CH:3][CH:2]=1.[CH2:26]([O:28][C:29]([C:31]1([C:34]2[CH:39]=[CH:38][C:37](B3OC(C)(C)C(C)(C)O3)=[CH:36][CH:35]=2)[CH2:33][CH2:32]1)=[O:30])[CH3:27]>>[CH2:26]([O:28][C:29]([C:31]1([C:34]2[CH:39]=[CH:38][C:37]([C:20]3[CH:21]=[CH:22][C:17]([C:16]4[O:15][N:14]=[C:13]([CH3:24])[C:12]=4[NH:11][C:10]([O:9][C@H:7]([C:1]4[CH:6]=[CH:5][CH:4]=[CH:3][CH:2]=4)[CH3:8])=[O:25])=[CH:18][CH:19]=3)=[CH:36][CH:35]=2)[CH2:32][CH2:33]1)=[O:30])[CH3:27]. Reported procedure: Prepared according to the procedure described in Example 1, Step 6 using (S)-[5-(4-bromo-phenyl)-3-methyl-isoxazol-4-yl]-carbamic acid 1-phenyl-ethyl ester and 1-[4-(4,4,5,5-tetramethyl-[1,3,2]dioxaborolan-2-yl)-phenyl]-cyclopropanecarboxylic acid ethyl ester. Starting materials: Cl (HCl), ClCOC=1C(=CC(=C(C=O)C1)[N+](=O)[O-])O (5-Chloromethoxy-4-hydroxy-2-nitrobenzaldehyde), [Al+3].[Cl-].[Cl-].[Cl-] (AlCl3), ClC(C)Cl (dichloroethane), Congo Red. Run in N1=CC=CC=C1 (pyridine). Conditions: temperature 47 celsius. Yields the product OC1=CC(=C(C=O)C=C1O)[N+](=O)[O-] (4,5-Dihydroxy-2-nitrobenzaldehyde). Yield: 68.1%. Reaction SMILES: ClC[O:3][C:4]1[C:5]([OH:15])=[CH:6][C:7]([N+:12]([O-:14])=[O:13])=[C:8]([CH:11]=1)[CH:9]=[O:10].[Al+3].[Cl-].[Cl-].[Cl-].ClC(Cl)C.Cl>N1C=CC=CC=1>[OH:15][C:5]1[C:4]([OH:3])=[CH:11][C:8]([CH:9]=[O:10])=[C:7]([N+:12]([O-:14])=[O:13])[CH:6]=1 |f:1.2.3.4|. Procedure details: To a stirred, cooled (0° C.) dispersion of 1.52 g (0.00658 mol) of 5-chloromethoxy-4-hydroxy-2-nitrobenzaldehyde (10), 1 g AlCl3, and 10 ml dry dichloroethane, 2.4 ml of dry pyridine are added. During addition, the reaction mixture is protected from atmospheric moisture, and the temperature is kept below 35° C. When addition is complete, the temperature is raised to 47° C., and maintained for 18 hours. 6N HCl is added, keeping the temperature at 30°-35° C., until the mixture is acidic to Congo R... The reactants are CN(CC(CC1CCC(O[Si](C)(C)C(C)(C)C)CC1)NC(=O)OC(C)(C)C)C(=O)OCc1ccccc1, O. The product is CN(CC(CC1CCC(O)CC1)NC(=O)OC(C)(C)C)C(=O)OCc1ccccc1. RXN SMILES: [C:1]([Si:2]([CH3:3])([CH3:4])[O:6][CH:7]1[CH2:8][CH2:9][CH:10]([CH2:13][CH:14]([CH2:15][N:16]([CH3:17])[C:18](=[O:19])[O:20][CH2:21][c:22]2[cH:23][cH:24][cH:25][cH:26][cH:27]2)[NH:28][C:29]([O:30][C:31]([CH3:32])([CH3:33])[CH3:34])=[O:35])[CH2:11][CH2:12]1)([CH3:5])([CH3:36])[CH3:37].[OH2:38]>>[OH:6][CH:7]1[CH2:8][CH2:9][CH:10]([CH2:13][CH:14]([CH2:15][N:16]([CH3:17])[C:18](=[O:19])[O:20][CH2:21][c:22]2[cH:23][cH:24][cH:25][cH:26][cH:27]2)[NH:28][C:29]([O:30][C:31]([CH3:32])([CH3:33])[CH3:34])=[O:35])[CH2:11][CH2:12]1. Reaction conditions: time 2 hour. Product: NC=1C=NC=CC1N1C[C@H]([C@@H]([C@H](C1)C)O[Si](C)(C)C(C)(C)C)NC(OC(C)(C)C)=O (tert-Butyl ((3R,4R,5S)-1-(3-aminopyridin-4-yl)-4-{[tert-butyl(dimethyl)silyl]oxy}-5-methylpiperidin-3-yl)carbamate). Reagents/catalysts: [Fe] (iron). Reported procedure: A mixture of tert-butyl [(3R,4R,5S)-4-{[tert-butyl(dimethyl)silyl]oxy}-5-methyl-1-(3-nitropyridin-4-yl)piperidin-3-yl]carbamate (130 mg, 0.279 mmol), AcOH (10.0 mL, 176 mmol) and iron powder (558 mg, 1.00 mmol) was stirred at room temperature for 2 h. The mixture was diluted with 30 mL of EtOAc and filtered through a pad of diatomaceous earth and the filtrate was then concentrated under reduced pressure. The resulting residue was diluted with EtOAc and then washed with aq. Na2CO3 solution and 0.... Reaction SMILES: [Si:1]([O:8][C@@H:9]1[C@@H:14]([CH3:15])[CH2:13][N:12]([C:16]2[CH:21]=[CH:20][N:19]=[CH:18][C:17]=2[N+:22]([O-])=O)[CH2:11][C@H:10]1[NH:25][C:26](=[O:32])[O:27][C:28]([CH3:31])([CH3:30])[CH3:29])([C:4]([CH3:7])([CH3:6])[CH3:5])([CH3:3])[CH3:2].CC(O)=O>CCOC(C)=O.[Fe]>[NH2:22][C:17]1[CH:18]=[N:19][CH:20]=[CH:21][C:16]=1[N:12]1[CH2:13][C@H:14]([CH3:15])[C@@H:9]([O:8][Si:1]([C:4]([CH3:7])([CH3:6])[CH3:5])([CH3:3])[CH3:2])[C@H:10]([NH:25][C:26](=[O:32])[O:27][C:28]([CH3:31])([CH3:30])[CH3:29])[CH2:11]1. The reactants are [Si](C)(C)(C(C)(C)C)O[C@H]1[C@@H](CN(C[C@@H]1C)C1=C(C=NC=C1)[N+](=O)[O-])NC(OC(C)(C)C)=O (tert-butyl [(3R,4R,5S)-4-{[tert-butyl(dimethyl)silyl]oxy}-5-methyl-1-(3-nitropyridin-4-yl)piperidin-3-yl]carbamate), CC(=O)O (AcOH). The solvent is CCOC(=O)C (EtOAc). Yield: 510.6%. Yields the product N=C(NO)c1ccc(F)cc1. Starting materials: CCO, N#Cc1ccc(F)cc1, NO. As a reaction SMILES: [CH3:12][CH2:13][OH:14].[F:1][c:2]1[cH:3][cH:4][c:5]([C:6]#[N:7])[cH:8][cH:9]1.[NH2:10][OH:11]>>[F:1][c:2]1[cH:3][cH:4][c:5]([C:6](=[NH:7])[NH:10][OH:11])[cH:8][cH:9]1. The reactants are OC1=C(C2=C(OCCO2)C=C1)C=O (6-Hydroxy-2,3-dihydro-1,4-benzodioxin-5-carbaldehyde), C(=O)C=C (acrolein), C([O-])([O-])=O.[K+].[K+] (potassium carbonate). Run in O1CCOCC1 (1,4-dioxane), ClCCl (dichloromethane). Yields the product O1CCOC=2C1=C1C=C(COC1=CC2)C=O (2,3-Dihydro-8H-[1,4]dioxino[2,3-f]chromene-9-carbaldehyde). RXN SMILES: [OH:1][C:2]1[CH:11]=[CH:10][C:5]2[O:6][CH2:7][CH2:8][O:9][C:4]=2[C:3]=1[CH:12]=O.[CH:14]([CH:16]=[CH2:17])=[O:15].C(=O)([O-])[O-].[K+].[K+]>O1CCOCC1.ClCCl>[O:9]1[C:4]2=[C:3]3[C:2](=[CH:11][CH:10]=[C:5]2[O:6][CH2:7][CH2:8]1)[O:1][CH2:17][C:16]([CH:14]=[O:15])=[CH:12]3 |f:2.3.4|. Procedure: 3 g (16.6 mmol) of the compound obtained in Step B and 1.4 g (25 mmol) of acrolein are added to a suspension of 3.48 g (25 mmol) of potassium carbonate in 40 ml of 1,4-dioxane; the medium is then heated at reflux under argon for 3 hours. After cooling and filtering off the salts, the solvent is evaporated in vacuo. The residue obtained is taken up in dichloromethane and then washed with water. The organic phase is dried over magnesium sulphate and then concentrated in vacuo. Chromatography on a ... The reactants are C[O-].[Na+] (sodium methoxide), Cl.C(C)(=N)N (Acetamidine-HCl), C[O-].[Na+] (sodium methoxide), FC(C(=O)OC)C(=O)OC (dimethyl fluoromalonate). Solvent: CO (methanol), CO (methanol). Reaction conditions: time 8 hour. The product is FC=1C(=NC(=NC1O)C)O (5-fluoro-4,6-dihydroxy-2-methylpyrimidine). Yield: 108.2%. RXN SMILES: C[O-].[Na+].Cl.[C:5]([NH2:8])(=[NH:7])[CH3:6].[F:9][CH:10]([C:15](OC)=[O:16])[C:11](OC)=[O:12]>CO>[F:9][C:10]1[C:11]([OH:12])=[N:7][C:5]([CH3:6])=[N:8][C:15]=1[OH:16] |f:0.1,2.3|. Procedure details: A solution of 200 mL of 25% wt sodium methoxide in methanol (0.84 mol) was diluted with an additional 200 mL of methanol. Acetamidine-HCl (40 g, 0.42 mol) was added to the sodium methoxide solution (white precipitate formed), followed by addition of dimethyl fluoromalonate (70 g, 0.46 mol). The contents were stirred at room temperature overnight, then concentrated in vacuo to dryness. The resulting residue was redissolved in hot water (300 mL). After cooling the aqueous solution to room temperat... Reactants: C([O-])(O)=O.[Na+] (sodium bicarbonate), CS(=O)(=O)OS(=O)(=O)C (methanesulfonic anhydride), N1=C(C=CC=C1C)C (2,6-lutidine), OC1CN(S(C2=C1C=C(S2)S(=O)(=O)NC(C)(C)C)(=O)=O)CC=CCN2CCOCC2 (3,4-Dihydro-4-hydroxy-N-(1,1-dimethylethyl)-2-[4-(4-morpholinyl)-2-butenyl]-2H-thieno[3,2-e]-1,2-thiazine-6-sulfonamide 1,1-dioxide), CS(=O)(=O)OS(=O)(=O)C (methanesulfonic anhydride), N1=C(C=CC=C1C)C (2,6-lutidine), C1CC2=NCCCN2C1 (DBN). Run in CN(C)C=O (DMF), C1CCOC1 (THF). Conditions: time 30 minute. Product: CC(C)(C)NS(=O)(=O)C1=CC=2C=CN(S(C2S1)(=O)=O)CC=CCN1CCOCC1 (N-(1,1-dimethylethyl)-2-[4-(4-morpholinyl)-2-butenyl]-2H-thieno[3,2-e]-1,2-thiazine-6-sulfonamide 1,1-dioxide). Yield: 56.6%. RXN SMILES: O[CH:2]1[C:7]2[CH:8]=[C:9]([S:11]([NH:14][C:15]([CH3:18])([CH3:17])[CH3:16])(=[O:13])=[O:12])[S:10][C:6]=2[S:5](=[O:20])(=[O:19])[N:4]([CH2:21][CH:22]=[CH:23][CH2:24][N:25]2[CH2:30][CH2:29][O:28][CH2:27][CH2:26]2)[CH2:3]1.CS(OS(C)(=O)=O)(=O)=O.N1C(C)=CC=CC=1C.C1CN2C(=NCCC2)C1.C(=O)(O)[O-].[Na+]>C1COCC1.CN(C=O)C>[CH3:18][C:15]([NH:14][S:11]([C:9]1[S:10][C:6]2[S:5](=[O:20])(=[O:19])[N:4]([CH2:21][CH:22]=[CH:23][CH2:24][N:25]3[CH2:26][CH2:27][O:28][CH2:29][CH2:30]3)[CH:3]=[CH:2][C:7]=2[CH:8]=1)(=[O:12])=[O:13])([CH3:16])[CH3:17] |f:4.5|. Procedure: To a solution of the product from Step A (0.64 g, 1.34 mmol) in anhydrous THF (30 mL) under nitrogen were added methanesulfonic anhydride (0.349 g, 2.00 mmol) and 2,6-lutidine (0.431 g, 4.02 mmol). After 30 min, an additional quantity of methanesulfonic anhydride (0.349 g, 2.00 mmol) and 2,6-lutidine (0.431 g, 4.02 mmol) was added and the reaction continued for 30 min. Evaporation of the solvent provided a residue which was dissolved in anhydrous DMF (50 mL) and DBN (1 mL) was added. This mixtur... Starting materials: BrCC(=O)C1(CCC=2C(=C3C(C=4C=CC=CC4C(C3=C(C2C1)O)=O)=O)O)O (9-bromoacetyl-6,9,11-trihydroxy-5,7,8,9,10,12-hexahydronaphthacene-5,12-dione), C(CCCC)(=O)[O-].[Na+] (sodium valerate). The solvent is CC(=O)C (acetone). Product: C(CCCC)(=O)OCC(=O)C1(CCC=2C(=C3C(C=4C=CC=CC4C(C3=C(C2C1)O)=O)=O)O)O (9-valeryloxyacetyl-6,9,11-trihydroxy-5,7,8,9,10,12-hexahydronaphthacene-5,12-dione). RXN SMILES: Br[CH2:2][C:3]([C:5]1([OH:27])[CH2:22][C:21]2[C:20]([OH:23])=[C:19]3[C:10]([C:11](=[O:25])[C:12]4[CH:13]=[CH:14][CH:15]=[CH:16][C:17]=4[C:18]3=[O:24])=[C:9]([OH:26])[C:8]=2[CH2:7][CH2:6]1)=[O:4].[C:28]([O-:34])(=[O:33])[CH2:29][CH2:30][CH2:31][CH3:32].[Na+]>CC(C)=O>[C:28]([O:34][CH2:2][C:3]([C:5]1([OH:27])[CH2:22][C:21]2[C:20]([OH:23])=[C:19]3[C:10]([C:11](=[O:25])[C:12]4[CH:13]=[CH:14][CH:15]=[CH:16][C:17]=4[C:18]3=[O:24])=[C:9]([OH:26])[C:8]=2[CH2:7][CH2:6]1)=[O:4])(=[O:33])[CH2:29][CH2:30][CH2:31][CH3:32] |f:1.2|. Reported procedure: A mixture of 9-bromoacetyl-6,9,11-trihydroxy-5,7,8,9,10,12-hexahydronaphthacene-5,12-dione (1.00 g) obtained in Reference Example 1-(1), sodium valerate (1.44 g) and acetone (50 ml) was stirred under reflux for 5 hours, cooled to room temperature and concentrated under reduced pressure. The residue was triturated with an adequate quantity of ether, and solid substances were filtered to give reddish crystals of 9-valeryloxyacetyl-6,9,11-trihydroxy-5,7,8,9,10,12-hexahydronaphthacene-5,12-dione. M.... Starting materials: CO, Cl, CCOC(=O)c1cn(C)c2nc(OC)c(I)cc2c1=O, [Na+], [OH-]. Yields the product COc1nc2c(cc1I)c(=O)c(C(=O)O)cn2C. RXN SMILES: [CH3:24][OH:25].[ClH:23].[I:1][c:2]1[cH:3][c:4]2[c:5](=[O:20])[c:6]([C:15](=[O:16])[O:17][CH2:18][CH3:19])[cH:7][n:8]([CH3:14])[c:9]2[n:10][c:11]1[O:12][CH3:13].[Na+:22].[OH-:21]>>[I:1][c:2]1[cH:3][c:4]2[c:5](=[O:20])[c:6]([C:15](=[O:16])[OH:17])[cH:7][n:8]([CH3:14])[c:9]2[n:10][c:11]1[O:12][CH3:13].